This data is from the Open Reaction Database (ORD), a public repository of structured organic reaction records. The task is: describe an organic reaction: reactants, conditions, products, and yield Reactants: [Br-], COc1cccc(C(C)CC[P+](c2ccccc2)(c2ccccc2)c2ccccc2)c1, CS(C)=O, [H-], [Na+], C1CCOC1, O=Cc1ccncc1. The product is COc1cccc(C(C)CC=Cc2ccncc2)c1. Reaction SMILES: [Br-:1].[CH3:2][O:3][c:4]1[cH:5][c:6]([CH:10]([CH2:11][CH2:12][P+:13]([c:14]2[cH:15][cH:16][cH:17][cH:18][cH:19]2)([c:20]2[cH:21][cH:22][cH:23][cH:24][cH:25]2)[c:26]2[cH:27][cH:28][cH:29][cH:30][cH:31]2)[CH3:32])[cH:7][cH:8][cH:9]1.[CH3:43][S:44]([CH3:45])=[O:46].[H-:41].[Na+:42].[O:47]1[CH2:48][CH2:49][CH2:50][CH2:51]1.[n:33]1[cH:34][cH:35][c:36]([CH:39]=[O:40])[cH:37][cH:38]1>>[CH3:2][O:3][c:4]1[cH:5][c:6]([CH:10]([CH2:11][CH:12]=[CH:39][c:36]2[cH:35][cH:34][n:33][cH:38][cH:37]2)[CH3:32])[cH:7][cH:8][cH:9]1.